This data is from the Open Reaction Database (ORD), a public repository of structured organic reaction records. The task is: describe an organic reaction: reactants, conditions, products, and yield Reactants: COc1ccc(C(=O)Cl)cc1, ClCCl, C[Si](C)(C)C#N, Cl[Sn](Cl)(Cl)Cl. Yields the product COc1ccc(C(=O)C#N)cc1. Reaction SMILES: [C:1]([c:2]1[cH:3][cH:4][c:5]([O:8][CH3:9])[cH:6][cH:7]1)(=[O:10])[Cl:11].[CH2:23]([Cl:24])[Cl:25].[CH3:12][Si:13]([CH3:14])([CH3:15])[C:16]#[N:17].[Sn:18]([Cl:19])([Cl:20])([Cl:21])[Cl:22]>>[C:1]([c:2]1[cH:3][cH:4][c:5]([O:8][CH3:9])[cH:6][cH:7]1)(=[O:10])[C:16]#[N:17]. The reactants are C(C)N1C(=NC=2C=NC(=CC21)C(F)(F)F)CN2C(=NC=C2)C=2SC=CN2 (1-Ethyl-2-(2-thiazol-2-yl-imidazol-1-ylmethyl)-6-trifluoromethyl-1H-imidazo[4,5-c]pyridine), ClCC1=NC2=C(C=NC(=C2)C(F)(F)F)N1CC (2-chloromethyl-3-ethyl-6-trifluoromethyl-3H-imidazo[4,5-c]pyridine), N1C(=NC=C1)C=1SC=CN1 (2-(1H-imidazol-2-yl)-thiazole). The product is C(C)N1C(=NC2=C1C=NC(=C2)C(F)(F)F)CN2C(=NC=C2)C=2SC=CN2 (3-ethyl-2-{[2-(1,3-thiazol-2-yl)-1H-imidazol-1-yl]methyl}-6-(trifluoromethyl)-3H-imidazo[4,5-c]pyridine). Reaction SMILES: C([N:3]1[C:11]2[CH:10]=[C:9]([C:12]([F:15])([F:14])[F:13])[N:8]=[CH:7][C:6]=2[N:5]=[C:4]1[CH2:16][N:17]1[CH:21]=[CH:20][N:19]=[C:18]1[C:22]1[S:23][CH:24]=[CH:25][N:26]=1)C.Cl[CH2:28][C:29]1N(CC)C2C=NC(C(F)(F)F)=CC=2N=1.N1C=CN=C1C1SC=CN=1>>[CH2:28]([N:5]1[C:6]2[CH:7]=[N:8][C:9]([C:12]([F:14])([F:15])[F:13])=[CH:10][C:11]=2[N:3]=[C:4]1[CH2:16][N:17]1[CH:21]=[CH:20][N:19]=[C:18]1[C:22]1[S:23][CH:24]=[CH:25][N:26]=1)[CH3:29]. Procedure: As described previously for the preparation of 1-Ethyl-2-(2-thiazol-2-yl-imidazol-1-ylmethyl)-6-trifluoromethyl-1H-imidazo[4,5-c]pyridine, nucleophilic displacement of the 2-chloromethyl-3-ethyl-6-trifluoromethyl-3H-imidazo[4,5-c]pyridine with the same 2-(1H-imidazol-2-yl)-thiazole followed by usual work provides 3-ethyl-2-{[2-(1,3-thiazol-2-yl)-1H-imidazol-1-yl]methyl}-6-(trifluoromethyl)-3H-imidazo[4,5-c]pyridine. 1H NMR (CD3OD) δ 9.02 (s, 1H), 7.89 (s, 1H), 7.70 (d, J=3 Hz, 1H), 7.52 (d, J=3.... Reactants: C1OC(CCC23OC(CC3CC(C2)OC(C2=CC=C(C=C2)C2=CC=CC=C2)=O)=O)(CCCCC)OC1 (3,3-ethylenedioxyoctyl-7-(4-phenylbenzoyloxy)-2-oxabicyclo[3.3.0]octan-3-one), C([O-])([O-])=O.[K+].[K+] (potassium carbonate), C(C)(=O)O (acetic acid), resultant mixture. Run in CO (methanol). The product is C1OC(CC[C@@H]2[C@H]3CC(O[C@H]3C[C@H]2O)=O)(CCCCC)OC1 ((1S,5R,6R,7R)-6-(3,3-ethylenedioxyoctyl)-7-hydroxy-2-oxabicyclo[3.3.0]octan-3-one). RXN SMILES: [CH2:1]1[CH2:36][O:35][C:3]([CH2:30][CH2:31][CH2:32][CH2:33][CH3:34])([CH2:4][CH2:5][C:6]23[CH2:13][CH:12]([O:14][C:15](=[O:28])[C:16]4C=CC(C5C=CC=CC=5)=CC=4)[CH2:11][CH:10]2CC(=O)O3)[O:2]1.C(=O)([O-])[O-:38].[K+].[K+].C(O)(=O)C>CO>[CH2:36]1[CH2:1][O:2][C:3]([CH2:30][CH2:31][CH2:32][CH2:33][CH3:34])([CH2:4][CH2:5][C@H:6]2[C@H:10]([OH:38])[CH2:11][C@H:12]3[C@@H:13]2[CH2:16][C:15](=[O:28])[O:14]3)[O:35]1 |f:1.2.3|. Procedure details: To a solution of (1S,5R,6R,7R)-6-(3,3-ethylenedioxyoctyl-7-(4-phenylbenzoyloxy)-2-oxabicyclo[3.3.0]octan-3-one (5a) (8.20 g) in methanol (200 ml) was added potassium carbonate (1.15 g) and the resultant mixture was stirred overnight, and acetic acid (1 ml) was added thereto. The crude product obtained by treating in the conventional manner was subjected to silica gel column chromatography to give the title compound (6a). Reactants: C(C1=CC=CC=C1)N1CC2=C(N=C(N=C2Cl)Cl)CC1 (6-benzyl-2,4-dichloro-5,6,7,8-tetrahydropyrido[4,3-d]pyrimidine), FC(C(=O)O)(F)F.C[C@@H]1CN(CCN1)C(C)=O ((R)-1-(3-methylpiperazin-1-yl)ethanone 2,2,2-trifluoroacetate), CCN(C(C)C)C(C)C (DIEA). Run in CC(C)O (i-PrOH), CCOC(=O)C (EtOAc). Run at temperature 80 celsius. Product: C(C1=CC=CC=C1)N1CC2=C(N=C(N=C2N2[C@@H](CN(CC2)C(C)=O)C)Cl)CC1 ((R)-1-(4-(6-benzyl-2-chloro-5,6,7,8-tetrahydropyrido[4,3-d]pyrimidin-4-yl)-3-methylpiperazin-1-yl)ethanone). As a reaction SMILES: [CH2:1]([N:8]1[CH2:19][CH2:18][C:11]2[N:12]=[C:13]([Cl:17])[N:14]=[C:15](Cl)[C:10]=2[CH2:9]1)[C:2]1[CH:7]=[CH:6][CH:5]=[CH:4][CH:3]=1.FC(F)(F)C(O)=O.[CH3:27][C@H:28]1[NH:33][CH2:32][CH2:31][N:30]([C:34](=[O:36])[CH3:35])[CH2:29]1.CCN(C(C)C)C(C)C>CC(O)C.CCOC(C)=O>[CH2:1]([N:8]1[CH2:19][CH2:18][C:11]2[N:12]=[C:13]([Cl:17])[N:14]=[C:15]([N:33]3[CH2:32][CH2:31][N:30]([C:34](=[O:36])[CH3:35])[CH2:29][C@H:28]3[CH3:27])[C:10]=2[CH2:9]1)[C:2]1[CH:7]=[CH:6][CH:5]=[CH:4][CH:3]=1 |f:1.2|. Reported procedure: A mixture of 6-benzyl-2,4-dichloro-5,6,7,8-tetrahydropyrido[4,3-d]pyrimidine (0.655 g, 1.89 mmol), (R)-1-(3-methylpiperazin-1-yl)ethanone 2,2,2-trifluoroacetate (1 g, 2.84 mmol) and DIEA (2.65 mL, 15.2 mmol) in i-PrOH (25 mL) was heated to 80° C. for 48 h. The reaction mixture was then diluted with EtOAc, and washed successively with sat aq NaHCO3 and brine. The organic layer was then dried over Na2SO4, filtered and concentrated. The resulting residue was diluted with DCM and filtered to remove ... Yields the product O=Cc1ccc(Br)c2ccccc12. As a reaction SMILES: [Br:1][c:2]1[cH:3][cH:4][c:5]([Br:12])[c:6]2[cH:7][cH:8][cH:9][cH:10][c:11]12.[CH3:13][CH2:14][CH2:15][CH2:16][Li:17].[O:18]=[CH:19][N:20]([CH3:21])[CH3:22]>>[c:2]1([CH:19]=[O:18])[cH:3][cH:4][c:5]([Br:12])[c:6]2[cH:7][cH:8][cH:9][cH:10][c:11]12. Starting materials: Brc1ccc(Br)c2ccccc12, [Li]CCCC, CN(C)C=O.